Dataset: the Open Reaction Database (ORD), a public repository of structured organic reaction records. Task: describe an organic reaction: reactants, conditions, products, and yield Reactants: N1C[C@@H](CC1)C(C)(C)N ((R)-2-(pyrrolidin-3-yl)propan-2-amine), C1(CC1)N1C2=C(C(C3=CC=C(C(=C13)OC)F)=O)C(=C(S2)C#N)O (9-cyclopropyl-7-fluoro-3-hydroxyl-8-methoxy-4-oxo-4,9-dihydrothieno[2,3-b]quinoline-2-carbonitrile), OC1=C(SC=2NC3=C(C=CC=C3C(C21)=O)OC)C#N (3-hydroxyl-8-methoxy-4-oxo-4,9-dihydrothieno[2,3-b]quinoline-2-carbonitrile). Yields the product NC(C)(C)[C@H]1CN(CC1)C1=CC=C2C(C3=C(N(C2=C1OC)C1CC1)SC(=C3O)C#N)=O ((R)-7-(3-(2-aminopropan-2-yl)pyrrolidin-1-yl)-9-cyclopropyl-3-hydroxyl-8-methoxy-4-oxo-4,9-dihydrothieno[2,3-b]quinoline-2-carbonitrile). RXN SMILES: [NH:1]1[CH2:5][CH2:4][C@@H:3]([C:6]([NH2:9])([CH3:8])[CH3:7])[CH2:2]1.[CH:10]1([N:13]2[C:22]3[C:17](=[CH:18][CH:19]=[C:20](F)[C:21]=3[O:23][CH3:24])[C:16](=[O:26])[C:15]3[C:27]([OH:32])=[C:28]([C:30]#[N:31])[S:29][C:14]2=3)[CH2:12][CH2:11]1.OC1C2C(=O)C3C(=C(OC)C=CC=3)NC=2SC=1C#N>>[NH2:9][C:6]([C@@H:3]1[CH2:4][CH2:5][N:1]([C:20]2[C:21]([O:23][CH3:24])=[C:22]3[C:17]([C:16](=[O:26])[C:15]4[C:27]([OH:32])=[C:28]([C:30]#[N:31])[S:29][C:14]=4[N:13]3[CH:10]3[CH2:11][CH2:12]3)=[CH:18][CH:19]=2)[CH2:2]1)([CH3:8])[CH3:7]. Reported procedure: The title compound is prepared from (R)-2-(pyrrolidin-3-yl)propan-2-amine (Fedji, et al., 1994) and 9-cyclopropyl-7-fluoro-3-hydroxyl-8-methoxy-4-oxo-4,9-dihydrothieno[2,3-b]quinoline-2-carbonitrile using the method described above for the preparation of 9-cyclopropyl-6-fluoro-7-((R)-3-(S)-1-(2-fluoroethylamino)ethyl)pyrrolidin-1-yl)-3-hydroxyl-8-methoxy-4-oxo-4,9-dihydrothieno[2,3-b]quinoline-2-carbonitrile. Starting materials: Cc1ccc(C(=O)O)cn1, CN1CCOCC1, CNOC, Cl, CN(C)C=O, On1nnc2ccccc21. Yields the product CON(C)C(=O)c1ccc(C)nc1. RXN SMILES: [CH3:1][c:2]1[n:3][cH:4][c:5]([C:6](=[O:7])[OH:8])[cH:9][cH:10]1.[CH3:21][N:22]1[CH2:23][CH2:24][O:25][CH2:26][CH2:27]1.[CH3:29][NH:30][O:31][CH3:32].[ClH:28].[O:33]=[CH:34][N:35]([CH3:36])[CH3:37].[OH:11][n:12]1[c:13]2[cH:14][cH:15][cH:16][cH:17][c:18]2[n:19][n:20]1>>[CH3:1][c:2]1[n:3][cH:4][c:5]([C:6](=[O:7])[N:30]([CH3:29])[O:31][CH3:32])[cH:9][cH:10]1. Reactants: N[C@@H](C)C1=NN2C(C(N1C1=CC=CC=C1)=O)=C(C=C2)C ((S)-2-(1-Aminoethyl)-5-methyl-3-phenylpyrrolo[2,1-f][1,2,4]triazin-4(3H)-one), [F-].[Cs+] (cesium fluoride), NC1=NC=NC(=C1C(=O)NC1=CC=C(C=C1)S(NC)(=O)=O)Cl (4-amino-6-chloro-N-(4-(N-methylsulfamoyl)phenyl)pyrimidine-5-carboxamide), CCN(C(C)C)C(C)C (DIEA). Solvent: C(C)(C)(C)O (tert-butanol). Conditions: temperature 80 celsius. Product: NC1=NC=NC(=C1C(=O)NC1=CC=C(C=C1)S(NC)(=O)=O)N[C@@H](C)C1=NN2C(C(N1C1=CC=CC=C1)=O)=C(C=C2)C ((S)-4-Amino-6-((1-(5-methyl-4-oxo-3-phenyl-3,4-dihydropyrrolo[2,1-f][1,2,4]triazin-2-yl)ethyl)amino)-N-(4-(N-methylsulfamoyl)phenyl)pyrimidine-5-carboxamide). The yield is 23.0%. As a reaction SMILES: [NH2:1][C@H:2]([C:4]1[N:9]([C:10]2[CH:15]=[CH:14][CH:13]=[CH:12][CH:11]=2)[C:8](=[O:16])[C:7]2=[C:17]([CH3:20])[CH:18]=[CH:19][N:6]2[N:5]=1)[CH3:3].[NH2:21][C:22]1[C:27]([C:28]([NH:30][C:31]2[CH:36]=[CH:35][C:34]([S:37](=[O:41])(=[O:40])[NH:38][CH3:39])=[CH:33][CH:32]=2)=[O:29])=[C:26](Cl)[N:25]=[CH:24][N:23]=1.CCN(C(C)C)C(C)C.[F-].[Cs+]>C(O)(C)(C)C>[NH2:21][C:22]1[C:27]([C:28]([NH:30][C:31]2[CH:32]=[CH:33][C:34]([S:37](=[O:41])(=[O:40])[NH:38][CH3:39])=[CH:35][CH:36]=2)=[O:29])=[C:26]([NH:1][C@H:2]([C:4]2[N:9]([C:10]3[CH:15]=[CH:14][CH:13]=[CH:12][CH:11]=3)[C:8](=[O:16])[C:7]3=[C:17]([CH3:20])[CH:18]=[CH:19][N:6]3[N:5]=2)[CH3:3])[N:25]=[CH:24][N:23]=1 |f:3.4|. Procedure: (S)-2-(1-Aminoethyl)-5-methyl-3-phenylpyrrolo[2,1-f][1,2,4]triazin-4(3H)-one (100 mg, 0.33 mmol), 4-amino-6-chloro-N-(4-(N-methylsulfamoyl)phenyl)pyrimidine-5-carboxamide (123 mg, 0.36 mmol), DIEA (344 μl, 1.97 mmol) and cesium fluoride (150 mg, 0.99 mmol) were suspended in tert-butanol (10 ml) and the mixture was heated at 80° C. in a sealed tube for 24 h. The solvent was evaporated under reduced pressure and the reaction mixture was diluted with ethyl acetate and washed with saturated ammonium... The reactants are BrC1=CC=C2CCC3(CCC(CC3)OC)C3(N=C(C(N3)=S)C)C2=C1 (7′-Bromo-4-methoxy-5″-methyl-3′,4′-dihydrodispiro[cyclohexane-1,2′-naphthalene-1′,2″-imidazole]-4″(3″H)-thione), BrC1=CC=C2CCC3(CCC(CC3)OC)C3(N=C(C(N3)=S)C)C2=C1 (7′-Bromo-4-methoxy-5″-methyl-3′,4′-dihydrodispiro[cyclohexane-1,2′-naphthalene-1′,2″-imidazole]-4″(3″H)-thione), N (ammonia), N (ammonia). Conditions: temperature 120 celsius. Yields the product BrC1=CC=C2CCC3(CCC(CC3)OC)C3(N=C(C(=N3)N)C)C2=C1 (7′-Bromo-4-methoxy-5″-methyl-3′,4′-dihydrodispiro[cyclohexane-1,2′-naphthalene-1′,2″-imidazol]-4″-amine). As a reaction SMILES: [Br:1][C:2]1[CH:24]=[C:23]2[C:5]([CH2:6][CH2:7][C:8]3([C:16]42[NH:20][C:19](=S)[C:18]([CH3:22])=[N:17]4)[CH2:13][CH2:12][CH:11]([O:14][CH3:15])[CH2:10][CH2:9]3)=[CH:4][CH:3]=1.[NH3:25]>>[Br:1][C:2]1[CH:24]=[C:23]2[C:5]([CH2:6][CH2:7][C:8]3([C:16]42[N:20]=[C:19]([NH2:25])[C:18]([CH3:22])=[N:17]4)[CH2:13][CH2:12][CH:11]([O:14][CH3:15])[CH2:10][CH2:9]3)=[CH:4][CH:3]=1. Reported procedure: (7′-Bromo-4-methoxy-5″-methyl-3′,4′-dihydrodispiro[cyclohexane-1,2′-naphthalene-1′,2″-imidazole]-4″(3″H)-thione (Intermediate 15, 0.191 g, 0.47 mmol) and ammonia (7M in MeOH, 2.5 mL, 17.5 mmol) were mixed in a microwave vial. The vial was sealed and the reaction was heated at 120° C. for 30 min in a microwave reactor. The mixture was concentrated and the residue was dissolved in ammonia (7M in MeOH, 2.5 mL, 17.5 mmol) and heated at 120° C. for 30 min in a microwave reactor. This was repeated six... Reactants: Brc1cccc2c3c([nH]c12)C1CCN(CC1)C3, C=Cc1cncnc1, [Mg+2], O=S(=O)([O-])[O-]. Product: C(=Cc1cccc2c3c([nH]c12)C1CCN(CC1)C3)c1cncnc1. Reaction SMILES: [Br:1][c:2]1[cH:3][cH:4][cH:5][c:6]2[c:7]3[c:8]([nH:9][c:10]12)[CH:11]1[CH2:12][CH2:13][N:14]([CH2:15]3)[CH2:16][CH2:17]1.[CH:18](=[CH2:19])[c:20]1[cH:21][n:22][cH:23][n:24][cH:25]1.[Mg+2:26].[O-:27][S:28](=[O:29])(=[O:30])[O-:31]>>[c:2]1([CH:19]=[CH:18][c:20]2[cH:21][n:22][cH:23][n:24][cH:25]2)[cH:3][cH:4][cH:5][c:6]2[c:7]3[c:8]([nH:9][c:10]12)[CH:11]1[CH2:12][CH2:13][N:14]([CH2:15]3)[CH2:16][CH2:17]1.